This data is from the Open Reaction Database (ORD), a public repository of structured organic reaction records. The task is: describe an organic reaction: reactants, conditions, products, and yield Reagents/catalysts: [C].[Pd] (palladium-carbon), C1(=CC=CC=C1)P(CCCCP(C1=CC=CC=C1)C1=CC=CC=C1)C1=CC=CC=C1 (1,4-bisdiphenylphosphinobutane). The yield is 265.6%. The product is FC(C1=CC=C(C(=O)O)C=C1)(F)F (paratrifluoromethylbenzoic acid). Starting materials: ClC1=CC=C(C=C1)C(F)(F)F (parachlorobenzotrifluoride), [C]=O (carbon monoxide), C([O-])([O-])=O.[Na+].[Na+] (sodium carbonate), [C]=O (carbon monoxide). Reaction conditions: temperature 180 celsius, time 8 hour. The solvent is O (water). As a reaction SMILES: Cl[C:2]1[CH:7]=[CH:6][C:5]([C:8]([F:11])([F:10])[F:9])=[CH:4][CH:3]=1.[C:12](=O)([O-:14])[O-:13].[Na+].[Na+].[C]=O>[C].[Pd].C1(P(C2C=CC=CC=2)CCCCP(C2C=CC=CC=2)C2C=CC=CC=2)C=CC=CC=1.O>[F:9][C:8]([F:11])([F:10])[C:5]1[CH:6]=[CH:7][C:2]([C:12]([OH:14])=[O:13])=[CH:3][CH:4]=1 |f:1.2.3,5.6,^3:17|. Procedure details: In an autoclave made of glass were placed 180.6 g of parachlorobenzotrifluoride, 0.64 g of 5% palladium-carbon, 4.3 g of 1,4-bisdiphenylphosphinobutane and 21.2 g of sodium carbonate. The air in the autoclave was replaced with carbon monoxide introduced thereinto several times, after which carbon monoxide was further introduced to adjust its pressure therein to 10 kg/cm2. The reaction was carried out with stirring for 8 hours at 180° C. After completion of the reaction, the reaction mixture was ...